This data is from the Open Reaction Database (ORD), a public repository of structured organic reaction records. The task is: describe an organic reaction: reactants, conditions, products, and yield The reactants are C(CC)S(=O)C=1C(=C(SC1)C(=O)OC)S(=O)(=O)NC(C)(C)C (4-propylsulfinyl-3-(N-(1,1-dimethylethyl)aminosulfonyl)-2-thiophenecarboxylic acid, methyl ester), FC(C(=O)O)(F)F (trifluoroacetic acid). Solvent: C(Cl)Cl (methylene chloride). Product: C(CC)S(=O)C=1C(=C(SC1)C(=O)OC)S(=O)(=O)N (4-Propylsulfinyl-3-aminosulfonyl-2-thiophenecarboxylic acid, methyl ester). Isolated yield 93.3%. Reaction SMILES: [CH2:1]([S:4]([C:6]1[C:7]([S:15]([NH:18]C(C)(C)C)(=[O:17])=[O:16])=[C:8]([C:11]([O:13][CH3:14])=[O:12])[S:9][CH:10]=1)=[O:5])[CH2:2][CH3:3].FC(F)(F)C(O)=O>C(Cl)Cl>[CH2:1]([S:4]([C:6]1[C:7]([S:15]([NH2:18])(=[O:17])=[O:16])=[C:8]([C:11]([O:13][CH3:14])=[O:12])[S:9][CH:10]=1)=[O:5])[CH2:2][CH3:3]. Reported procedure: A solution of 2.2 g of 4-propylsulfinyl-3-(N-(1,1-dimethylethyl)aminosulfonyl)-2-thiophenecarboxylic acid, methyl ester in 15 mL methylene chloride was treated with 30 mL trifluoroacetic acid at room temperature for 24 hours. The solvent were removed in vacuo and the residue was crystallized with butyl chloride to give 1.74 g white solid; m.p. 131°-144° C.